Task: describe an organic reaction: reactants, conditions, products, and yield. Dataset: the Open Reaction Database (ORD), a public repository of structured organic reaction records The reactants are C(CCC)C=1C=C2C=CC=NC2=C(C1)OC1CCNCC1 (6-Butyl-8-(4-piperidinyloxy)quinoline), CC(C)(C)S(=O)(=O)CCCBr (3-bromopropyl 1,1-dimethylethyl sulfone), C([O-])(O)=O.[Na+] (sodium bicarbonate), CC(C)(C)S(=O)(=O)CCCCl (3-chloropropyl 1,1-dimethylethyl sulfone), C(CCC)C=1C=C2C=CC=NC2=C(C1)OC1CCNCC1 (6-Butyl-8-(4-piperidinyloxy)quinoline), [I-].[Na+] (sodium iodide), CC(C)(C)S(=O)(=O)CCCCl (3-chloropropyl 1,1-dimethylethyl sulfone). Run in CN(C)C=O (DMF), CO (methanol). Run at temperature 150 celsius. Yields the product C(=O)O.C(CCC)C=1C=C2C=CC=NC2=C(C1)OC1CCN(CC1)CCCS(=O)(=O)C(C)(C)C (6-Butyl-8-[(1-{3-[(1,1-dimethylethyl)sulfonyl]propyl}-4-piperidinyl)oxy]quinoline, formate salt). Isolated yield 40.0%. As a reaction SMILES: [CH2:1]([C:5]1[CH:6]=[C:7]2[C:12](=[C:13]([O:15][CH:16]3[CH2:21][CH2:20][NH:19][CH2:18][CH2:17]3)[CH:14]=1)[N:11]=[CH:10][CH:9]=[CH:8]2)[CH2:2][CH2:3][CH3:4].[I-].[Na+].[C:24](=O)([OH:26])[O-:25].[Na+].[CH3:29][C:30]([S:33]([CH2:36][CH2:37][CH2:38]Br)(=[O:35])=[O:34])([CH3:32])[CH3:31].CC(S(CCCCl)(=O)=O)(C)C>CN(C=O)C.CO>[CH:24]([OH:26])=[O:25].[CH2:1]([C:5]1[CH:6]=[C:7]2[C:12](=[C:13]([O:15][CH:16]3[CH2:17][CH2:18][N:19]([CH2:38][CH2:37][CH2:36][S:33]([C:30]([CH3:32])([CH3:31])[CH3:29])(=[O:35])=[O:34])[CH2:20][CH2:21]3)[CH:14]=1)[N:11]=[CH:10][CH:9]=[CH:8]2)[CH2:2][CH2:3][CH3:4] |f:1.2,3.4,9.10|. Procedure details: A mixture of 6-butyl-8-(4-piperidinyloxy)quinoline (for example, as prepared for Intermediate 4) (28 mg, 0.10 mmol), sodium iodide (34 mg, 0.23 mmol) and sodium bicarbonate (60 mg, 0.7 mmol) was treated with a mixture of 3-bromopropyl 1,1-dimethylethyl sulfone and 3-chloropropyl 1,1-dimethylethyl sulfone (for example, as prepared for Intermediate 17) (1:1, 40 mg) in DMF (1.5 ml) and heated to at 150° C. for 15 min in a Smith Creator™ microwave oven. The reaction mixture was applied to an SCX-2 c...